This data is from the Open Reaction Database (ORD), a public repository of structured organic reaction records. The task is: describe an organic reaction: reactants, conditions, products, and yield Reactants: BrC=1C=CC=2N(C1)C(=NN2)C2=C(C=CC=C2)OC (6-bromo-3-(2-methoxyphenyl)-[1,2,4]triazolo[4,3-a]pyridine), C(C)(C)(C)OC(=O)NC=1C=C(C=CC1)B(O)O (3-(tert-butoxycarbonylamino)phenylboronic acid). Yields the product C(C)(C)(C)OC(=O)NC=1C=C(C=CC1)C=1C=CC=2N(C1)C(=NN2)C2=C(C=CC=C2)OC (6-(3-(tert-Butoxycarbonylamino)phenyl)-3-(2-methoxyphenyl)-[1,2,4]triazolo[4,3-a]pyridine), solids. Isolated yield 22.0%. RXN SMILES: Br[C:2]1[CH:3]=[CH:4][C:5]2[N:6]([C:8]([C:11]3[CH:16]=[CH:15][CH:14]=[CH:13][C:12]=3[O:17][CH3:18])=[N:9][N:10]=2)[CH:7]=1.[C:19]([O:23][C:24]([NH:26][C:27]1[CH:28]=[C:29](B(O)O)[CH:30]=[CH:31][CH:32]=1)=[O:25])([CH3:22])([CH3:21])[CH3:20]>>[C:19]([O:23][C:24]([NH:26][C:27]1[CH:32]=[C:31]([C:2]2[CH:3]=[CH:4][C:5]3[N:6]([C:8]([C:11]4[CH:16]=[CH:15][CH:14]=[CH:13][C:12]=4[O:17][CH3:18])=[N:9][N:10]=3)[CH:7]=2)[CH:30]=[CH:29][CH:28]=1)=[O:25])([CH3:22])([CH3:20])[CH3:21]. Procedure: The title compound was prepared from 6-bromo-3-(2-methoxyphenyl)-[1,2,4]triazolo[4,3-a]pyridine and 3-(tert-butoxycarbonylamino)phenylboronic acid using a procedure similar to those described for the synthesis of Example 22, and was isolated as yellow solids (78 mg, 22.0% yield). MS: m/z 417.2 [M+H+].